From a dataset of the Open Reaction Database (ORD), a public repository of structured organic reaction records. describe an organic reaction: reactants, conditions, products, and yield Yields the product COC(=O)C1COC(C2CCN(C(=O)OC(C)(C)C)CC2)=N1. Reaction SMILES: [C:52]([Cl:53])([Cl:54])([Cl:55])[Cl:56].[C:57](=[O:58])([OH:59])[O-:60].[CH3:62][C:63]#[N:64].[CH3:65][CH2:66][O:67][C:68](=[O:69])[CH3:70].[CH:43]([N:44]([CH2:45][CH3:46])[CH:47]([CH3:48])[CH3:49])([CH3:50])[CH3:51].[Cl:72][CH2:73][Cl:74].[Na+:61].[OH2:71].[OH:1][CH2:2][CH:3]([C:4](=[O:5])[O:6][CH3:7])[NH:8][C:9](=[O:10])[CH:11]1[CH2:12][CH2:13][N:14]([C:17](=[O:18])[O:19][C:20]([CH3:21])([CH3:22])[CH3:23])[CH2:15][CH2:16]1.[c:24]1([P:25]([c:26]2[cH:27][cH:28][cH:29][cH:30][cH:31]2)[c:32]2[cH:33][cH:34][cH:35][cH:36][cH:37]2)[cH:38][cH:39][cH:40][cH:41][cH:42]1>>[CH2:2]1[CH:3]([C:4](=[O:5])[O:6][CH3:7])[N:8]=[C:9]([CH:11]2[CH2:12][CH2:13][N:14]([C:17](=[O:18])[O:19][C:20]([CH3:21])([CH3:22])[CH3:23])[CH2:15][CH2:16]2)[O:10]1. Starting materials: ClC(Cl)(Cl)Cl, O=C([O-])O, CC#N, CCOC(C)=O, CCN(C(C)C)C(C)C, ClCCl, [Na+], O, COC(=O)C(CO)NC(=O)C1CCN(C(=O)OC(C)(C)C)CC1, c1ccc(P(c2ccccc2)c2ccccc2)cc1. The reactants are ClC1=C(C=C(C(=O)N(C)C2CN(CC2C2=CC=C(C=C2)Cl)C(=O)C2CCNCC2)C=C1)C(F)(F)F (4-chloro-N-[(3RS,4SR)-4-(4-chloro-phenyl)-1-(piperidine-4-carbonyl)-pyrrolidin-3-yl]-N-methyl-3-trifluoromethyl-benzamide), O1CCC(CC1)=O (tetrahydro-4H-pyran-4-one). Yields the product ClC1=C(C=C(C(=O)N(C)C2CN(CC2C2=CC=C(C=C2)Cl)C(=O)C2CCN(CC2)C2CCOCC2)C=C1)C(F)(F)F (4-chloro-N-{(3RS,4SR)-4-(4-chloro-phenyl)-1-[1-(tetrahydro-pyran-4-yl)-piperidine-4-carbonyl]-pyrrolidin-3-yl}-N-methyl-3-trifluoromethyl-benzamide). RXN SMILES: [Cl:1][C:2]1[CH:31]=[CH:30][C:5]([C:6]([N:8]([CH:10]2[CH:14]([C:15]3[CH:20]=[CH:19][C:18]([Cl:21])=[CH:17][CH:16]=3)[CH2:13][N:12]([C:22]([CH:24]3[CH2:29][CH2:28][NH:27][CH2:26][CH2:25]3)=[O:23])[CH2:11]2)[CH3:9])=[O:7])=[CH:4][C:3]=1[C:32]([F:35])([F:34])[F:33].[O:36]1[CH2:41][CH2:40][C:39](=O)[CH2:38][CH2:37]1>>[Cl:1][C:2]1[CH:31]=[CH:30][C:5]([C:6]([N:8]([CH:10]2[CH:14]([C:15]3[CH:20]=[CH:19][C:18]([Cl:21])=[CH:17][CH:16]=3)[CH2:13][N:12]([C:22]([CH:24]3[CH2:25][CH2:26][N:27]([CH:39]4[CH2:40][CH2:41][O:36][CH2:37][CH2:38]4)[CH2:28][CH2:29]3)=[O:23])[CH2:11]2)[CH3:9])=[O:7])=[CH:4][C:3]=1[C:32]([F:34])([F:35])[F:33]. Reported procedure: In analogy to the procedure described for the synthesis of example 104, the title compound 4-chloro-N-{(3RS,4SR)-4-(4-chloro-phenyl)-1-[1-(tetrahydro-pyran-4-yl)-piperidine-4-carbonyl]-pyrrolidin-3-yl}-N-methyl-3-trifluoromethyl-benzamide was prepared from 4-chloro-N-[(3RS,4SR)-4-(4-chloro-phenyl)-1-(piperidine-4-carbonyl)-pyrrolidin-3-yl]-N-methyl-3-trifluoromethyl-benzamide using tetrahydro-4H-pyran-4-one instead of acetone and was obtained as a white foam. MS m/e: 612.2 [M]+. Starting materials: IN1C(CCC1=O)=O (N-iodosuccinimide), C(C)(C)(C)[Si](C)(C)OC(CC1=C(C2=C(S1)C=CC=C2)Cl)C#C (tert-butyl((1-(3-chlorobenzo[b]thiophen-2-yl)but-3-yn-2-yl)oxy)dimethylsilane), C(=O)(O)[O-].[Na+] (NaHCO3). Solvent: C(Cl)Cl (CH2Cl2). Run at time 1 hour. The product is C(C)(C)(C)[Si](C)(C)OC(CC1=C(C2=C(S1)C=CC=C2)Cl)\C=C\I ((E)-tert-butyl((1-(3-chlorobenzo[b]thiophen-2-yl)-4-iodobut-3-en-2-yl)oxy)dimethylsilane). Yield: 86.8%. RXN SMILES: [C:1]([Si:5]([O:8][CH:9]([C:21]#[CH:22])[CH2:10][C:11]1[S:15][C:14]2[CH:16]=[CH:17][CH:18]=[CH:19][C:13]=2[C:12]=1[Cl:20])([CH3:7])[CH3:6])([CH3:4])([CH3:3])[CH3:2].[I:23]N1C(=O)CCC1=O.C([O-])(O)=O.[Na+]>C(Cl)Cl>[C:1]([Si:5]([O:8][CH:9](/[CH:21]=[CH:22]/[I:23])[CH2:10][C:11]1[S:15][C:14]2[CH:16]=[CH:17][CH:18]=[CH:19][C:13]=2[C:12]=1[Cl:20])([CH3:6])[CH3:7])([CH3:4])([CH3:3])[CH3:2] |f:2.3|. Procedure details: Cp2ZrHCl (628 mg, 2.5 mmol) was added to a solution of tert-butyl((1-(3-chlorobenzo[b]thiophen-2-yl)but-3-yn-2-yl)oxy)dimethylsilane (565 mg, 1.61 mmol) in CH2Cl2 (11 mL). The reaction was stirred for 1 h and then N-iodosuccinimide (585 mg, 2.6 mmol) was added. After 30 minutes, 30 mL saturated NaHCO3 solution was added and the resulting mixture was extracted with CH2Cl2 (3×30 mL). The combined organic solution was dried (Na2SO4), filtered and evaporated. Purification by flash chromatography (et...